This data is from the Open Reaction Database (ORD), a public repository of structured organic reaction records. The task is: describe an organic reaction: reactants, conditions, products, and yield Starting materials: ClCCCl, O=C1CCCN1Cc1cccc(F)c1F, CCOC(=O)C(C(=O)OCC)=C(C)N, [Na+], O=C([O-])O, O, O=P(Cl)(Cl)Cl. Product: CCOC(=O)C(C(=O)OCC)=C(C)N=C1CCCN1Cc1cccc(F)c1F. Reaction SMILES: [Cl:41][CH2:42][CH2:43][Cl:44].[F:1][c:2]1[c:3]([CH2:4][N:5]2[C:6](=[O:10])[CH2:7][CH2:8][CH2:9]2)[cH:11][cH:12][cH:13][c:14]1[F:15].[NH2:21][C:22]([CH3:23])=[C:24]([C:25](=[O:26])[O:27][CH2:28][CH3:29])[C:30](=[O:31])[O:32][CH2:33][CH3:34].[Na+:39].[O-:35][C:36]([OH:37])=[O:38].[OH2:40].[P:16]([Cl:17])([Cl:18])([Cl:19])=[O:20]>>[F:1][c:2]1[c:3]([CH2:4][N:5]2[C:6](=[N:21][C:22]([CH3:23])=[C:24]([C:25](=[O:26])[O:27][CH2:28][CH3:29])[C:30](=[O:31])[O:32][CH2:33][CH3:34])[CH2:7][CH2:8][CH2:9]2)[cH:11][cH:12][cH:13][c:14]1[F:15]. Starting materials: C1(=CC=CC=C1)S(=O)(=O)N1[C@H](C(=O)O)CCC1 (N-phenylsulfonyl proline), C(C(=O)Cl)(=O)Cl (oxalyl chloride), CN(C=O)C (dimethylformamide). Run in C([O-])(O)=O.[Na+] (sodium bicarbonate), ClCCl (dichloromethane). Reaction conditions: time 1 hour. Product: C1(=CC=CC=C1)S(=O)(=O)N1C(CCC1)C(=O)Cl (1-benzenesulfonyl-pyrrolidine-2-carbonyl chloride). Isolated yield 13.9%. RXN SMILES: [C:1]1([S:7]([N:10]2[CH2:17][CH2:16][CH2:15][C@H:11]2[C:12](O)=[O:13])(=[O:9])=[O:8])[CH:6]=[CH:5][CH:4]=[CH:3][CH:2]=1.C(Cl)(=O)C([Cl:21])=O.CN(C)C=O>ClCCl.C(=O)(O)[O-].[Na+]>[C:1]1([S:7]([N:10]2[CH2:17][CH2:16][CH2:15][CH:11]2[C:12]([Cl:21])=[O:13])(=[O:9])=[O:8])[CH:6]=[CH:5][CH:4]=[CH:3][CH:2]=1 |f:4.5|. Procedure: To a solution of the N-phenylsulfonyl proline (1.5 g, 5.8 mmol) in anhydrous dichloromethane (20 mL), were added oxalyl chloride (2.0 M in dichloromethane, 5.9 mL, 11.8 mmol) and a catalytic amount of dimethylformamide. The solution was stirred for 1 hour at room temperature. The reaction mixture was then condensed and diluted with a saturated aqueous solution of sodium bicarbonate (10 mL) and extracted with dichloromethane (20 ml). The organic layers were dried over magnesium sulfate (MgSO4) an... The reactants are CCCC(C)(C)C(C(=O)OCC)C(=O)OCC, CCO, Cl, [Na+], [OH-]. Product: CCCC(C)(C)CC(=O)OCC. Reaction SMILES: [CH2:1]([CH3:2])[O:3][C:4](=[O:5])[CH:6]([C:7]([O:8][CH2:9][CH3:10])=[O:11])[C:12]([CH2:13][CH2:14][CH3:15])([CH3:16])[CH3:17].[CH3:21][CH2:22][OH:23].[ClH:20].[Na+:19].[OH-:18]>>[CH2:1]([CH3:2])[O:3][C:4](=[O:5])[CH2:6][C:12]([CH2:13][CH2:14][CH3:15])([CH3:16])[CH3:17].